From a dataset of the Open Reaction Database (ORD), a public repository of structured organic reaction records. describe an organic reaction: reactants, conditions, products, and yield Starting materials: C[C@@H]1CN(C[C@@H](N1CC1=CC=CC=C1)C)C=1C=C(C(=NC1)OC)N (5-[cis-3,5-dimethyl-4-(phenylmethyl)-1-piperazinyl]-2-(methyloxy)-3-pyridinamine), C[C@@H]1CN(C[C@@H](N1)C)C=1C=C(C=NC1)NC(C(F)(F)F)=O (N-{5-[cis-3,5-dimethyl-1-piperazinyl]-3-pyridinyl}-2,2,2-trifluoroacetamide). The product is C[C@@H]1CN(C[C@@H](N1)C)C=1C=C(C=NC1)N (5-[(3R,5S)-3,5-Dimethyl-1-piperazinyl]-3-pyridinamine). Reaction SMILES: [CH3:1][C@H:2]1[N:7](CC2C=CC=CC=2)[C@@H:6]([CH3:15])[CH2:5][N:4]([C:16]2[CH:17]=[C:18]([NH2:24])[C:19](OC)=[N:20][CH:21]=2)[CH2:3]1.C[C@H]1N[C@@H](C)CN(C2C=C(NC(=O)C(F)(F)F)C=NC=2)C1>>[CH3:1][C@H:2]1[NH:7][C@@H:6]([CH3:15])[CH2:5][N:4]([C:16]2[CH:17]=[C:18]([NH2:24])[CH:19]=[N:20][CH:21]=2)[CH2:3]1. Reported procedure: The title compound was prepared in a manner similar to 5-[cis-3,5-dimethyl-4-(phenylmethyl)-1-piperazinyl]-2-(methyloxy)-3-pyridinamine (D29) using N-{5-[cis-3,5-dimethyl-1-piperazinyl]-3-pyridinyl}-2,2,2-trifluoroacetamide (D35) as the starting material. Reactants: C(C)(=O)O[BH-](OC(C)=O)OC(C)=O.[Na+] (sodium triacetoxyborohydride), C(C)(=O)NC(C(=O)NC(C)(C)C)(CCCCB1OC(C(O1)(C)C)(C)C)C1C[C@H]2CC[C@@H](C1)N2 (2-acetamido-2-{(1R,5S)-8-azabicyclo[3.2.1]octan-3-yl}-N-tert-butyl-6-(4,4,5,5-tetramethyl-1,3,2-dioxaborolan-2-yl)-hexanamide), ClC1=CC=C(C=O)C=C1 (4-chlorobenzaldehyde), C(C)(=O)O (acetic acid). Solvent: ClCCCl (1,2-dichloroethane). Run at time 24 hour. Yields the product C(C)(=O)NC(C(=O)NC(C)(C)C)(CCCCB1OC(C(O1)(C)C)(C)C)C1C[C@H]2CC[C@@H](C1)N2CC2=CC=C(C=C2)Cl (2-acetamido-N-tert-butyl-2-{(1R,5S)-8-(4-chlorobenzyl)-8-azabicyclo[3.2.1]octan-3-yl}-6-(4,4,5,5-tetramethyl-1,3,2-dioxaborolan-2-yl)-hexanamide). As a reaction SMILES: [C:1]([NH:4][C:5]([CH:26]1[CH2:32][C@H:31]2[NH:33][C@H:28]([CH2:29][CH2:30]2)[CH2:27]1)([CH2:13][CH2:14][CH2:15][CH2:16][B:17]1[O:21][C:20]([CH3:23])([CH3:22])[C:19]([CH3:25])([CH3:24])[O:18]1)[C:6]([NH:8][C:9]([CH3:12])([CH3:11])[CH3:10])=[O:7])(=[O:3])[CH3:2].[Cl:34][C:35]1[CH:42]=[CH:41][C:38]([CH:39]=O)=[CH:37][CH:36]=1.C(O)(=O)C.C(O[BH-](OC(=O)C)OC(=O)C)(=O)C.[Na+]>ClCCCl>[C:1]([NH:4][C:5]([CH:26]1[CH2:32][C@H:31]2[N:33]([CH2:39][C:38]3[CH:41]=[CH:42][C:35]([Cl:34])=[CH:36][CH:37]=3)[C@H:28]([CH2:29][CH2:30]2)[CH2:27]1)([CH2:13][CH2:14][CH2:15][CH2:16][B:17]1[O:21][C:20]([CH3:22])([CH3:23])[C:19]([CH3:24])([CH3:25])[O:18]1)[C:6]([NH:8][C:9]([CH3:10])([CH3:11])[CH3:12])=[O:7])(=[O:3])[CH3:2] |f:3.4|. Reported procedure: A solution of 2-acetamido-2-{(1R,5S)-8-azabicyclo[3.2.1]octan-3-yl}-N-tert-butyl-6-(4,4,5,5-tetramethyl-1,3,2-dioxaborolan-2-yl)-hexanamide (170 mg, 0.37 mmol) and 4-chlorobenzaldehyde (104 mg, 0.74 mmol) and acetic acid (44 mg, 41 μL, 0.74 mmol) in 1,2-dichloroethane (1 mL) was stirred at room temperature for 30 minutes and then treated with sodium triacetoxyborohydride (196 mg, 0.93 mmol). After 24 hours, the reaction mixture was quenched with saturated aqueous sodium bicarbonate (10 mL), dilu... Starting materials: NC1=NC(=C(C(=N1)C1=CC2=C(OCO2)C=C1)C#N)S(=O)(=O)C (2-amino-4-benzo[1,3]dioxol-5-yl-6-methanesulfonyl-pyrimidine-5-carbonitrile), C(C1=CC=CC=C1)S (benzyl mercaptan), C1CCC2=NCCCN2CC1 (DBU). Solvent: COCCOC (DME). The product is NC1=NC(=C(C(=N1)C1=CC2=C(OCO2)C=C1)C#N)SCC1=CC=CC=C1 (2-Amino-4-benzo[1,3]dioxol-5-yl-6-benzylsulfanyl-pyrimidine-5-carbonitrile). Reaction SMILES: [NH2:1][C:2]1[N:7]=[C:6]([C:8]2[CH:16]=[CH:15][C:11]3[O:12][CH2:13][O:14][C:10]=3[CH:9]=2)[C:5]([C:17]#[N:18])=[C:4]([S:19]([CH3:22])(=O)=O)[N:3]=1.C(S)[C:24]1[CH:29]=[CH:28][CH:27]=[CH:26][CH:25]=1.C1CCN2C(=NCCC2)CC1>COCCOC>[NH2:1][C:2]1[N:7]=[C:6]([C:8]2[CH:16]=[CH:15][C:11]3[O:12][CH2:13][O:14][C:10]=3[CH:9]=2)[C:5]([C:17]#[N:18])=[C:4]([S:19][CH2:22][C:24]2[CH:29]=[CH:28][CH:27]=[CH:26][CH:25]=2)[N:3]=1. Procedure: From 2-amino-4-benzo[1,3]dioxol-5-yl-6-methanesulfonyl-pyrimidine-5-carbonitrile, benzyl mercaptan and DBU in DME. ES-MS m/e (%): 401 (M+K+, 30), 385 (M+Na+, 24), 363 (M+H+, 100). Reaction SMILES: [CH3:22][CH2:23][O:24][C:25](=[O:26])[CH3:27].[OH:11][O:12][C:13]([c:14]1[cH:15][c:16]([Cl:17])[cH:18][cH:19][cH:20]1)=[O:21].[n:1]1[cH:2][cH:3][cH:4][c:5]2[c:10]1[CH2:9][CH2:8][CH2:7][CH2:6]2>>[n+:1]1([O-:11])[cH:2][cH:3][cH:4][c:5]2[c:10]1[CH2:9][CH2:8][CH2:7][CH2:6]2. Reactants: CCOC(C)=O, O=C(OO)c1cccc(Cl)c1, c1cnc2c(c1)CCCC2. Product: [O-][n+]1cccc2c1CCCC2. The product is O1CCOC12C(CCCC2)NC(SC)=NC2=CSC=C2C (1-(1,4-Dioxaspiro[4.5]dec-6-yl)-2-methyl-3-(4-methylthiophen-3-yl) isothiourea). Starting materials: CI (methyl iodide), O1CCOC12C(CCCC2)NC(=S)NC2=CSC=C2C (1-(1,4-Dioxaspiro[4.5]dec-6-yl)-3-(4-methylthiophen-3-yl)thiourea), C(C)(=O)OCC (Ethyl acetate). The solvent is O1CCCC1 (tetrahydrofuran), O1CCCC1 (tetrahydrofuran). Conditions: temperature 70 celsius, time 2 day. Procedure details: 1-(1,4-Dioxaspiro[4.5]dec-6-yl)-3-(4-methylthiophen-3-yl)thiourea (393 mg) was dissolved in absolute tetrahydrofuran (8.5 ml), and a solution of methyl iodide (179 mg) in absolute tetrahydrofuran (0.5 ml) was added. The mixture was then stirred at 70° C. in sand bath for 2 days. Ethyl acetate was then added to the reaction mixture, and the mixture was washed twice with water. The organic phase was dried over magnesium sulfate and the solvent was removed after filtration. The residue was purified... Reaction SMILES: [O:1]1[C:5]2([CH2:10][CH2:9][CH2:8][CH2:7][CH:6]2[NH:11][C:12]([NH:14][C:15]2[C:19]([CH3:20])=[CH:18][S:17][CH:16]=2)=[S:13])[O:4][CH2:3][CH2:2]1.CI.[C:23](OCC)(=O)C>O1CCCC1>[O:1]1[C:5]2([CH2:10][CH2:9][CH2:8][CH2:7][CH:6]2[NH:11][C:12](=[N:14][C:15]2[C:19]([CH3:20])=[CH:18][S:17][CH:16]=2)[S:13][CH3:23])[O:4][CH2:3][CH2:2]1. The reactants are ClCN(C(=O)Cl)C1=CC=C(C=C1)C (N-chloromethyl-N-(4-methylphenyl)carbamoyl chloride), C(C)(C)(C)OC(=O)C1=CC=C(CNC(=S)NCC(F)(F)F)C=C1 (1-(4-t-butoxycarbonylbenzyl)-3-(2,2,2-trifluoroethyl)thiourea). Run in C1=CC=CC=C1 (benzene), C1=CC=CC=C1 (benzene). Yields the product FC(CN=C1SCN(C(N1CC1=CC=C(C=C1)C(=O)OC(C)(C)C)=O)C1=CC=C(C=C1)C)(F)F (2-(2,2,2-trifluoroethylimino)-3-(4-t-butoxycarbonylbenzyl)-5-(4-methylphenyl)-tetrahydro-1,3,5-thiadiazin-4-one). Isolated yield 49.0%. Reaction SMILES: Cl[CH2:2][N:3]([C:7]1[CH:12]=[CH:11][C:10]([CH3:13])=[CH:9][CH:8]=1)[C:4](Cl)=[O:5].[C:14]([O:18][C:19]([C:21]1[CH:36]=[CH:35][C:24]([CH2:25][NH:26][C:27]([NH:29][CH2:30][C:31]([F:34])([F:33])[F:32])=[S:28])=[CH:23][CH:22]=1)=[O:20])([CH3:17])([CH3:16])[CH3:15]>C1C=CC=CC=1>[F:32][C:31]([F:33])([F:34])[CH2:30][N:29]=[C:27]1[N:26]([CH2:25][C:24]2[CH:35]=[CH:36][C:21]([C:19]([O:18][C:14]([CH3:15])([CH3:16])[CH3:17])=[O:20])=[CH:22][CH:23]=2)[C:4](=[O:5])[N:3]([C:7]2[CH:12]=[CH:11][C:10]([CH3:13])=[CH:9][CH:8]=2)[CH2:2][S:28]1. Reported procedure: 0.31 g of N-chloromethyl-N-(4-methylphenyl)carbamoyl chloride and 0.49 g of 1-(4-t-butoxycarbonylbenzyl)-3-(2,2,2-trifluoroethyl)thiourea were dissolved in 30 ml of benzene, and the solution was heated under reflux for 5 hours. After the reaction, benzene was evaporated under reduced pressure. The resulting oily product was purified by column chromatography [silica gel; developing solvent hexane/ethyl acetate (9:1)) to obtain 0.34 g of the captioned compound. Reactants: CS(=O)(=O)C1=NC(=C(C(=N1)C1=C(C=C(C=C1)Cl)Cl)C1=CC=C(C=C1)Cl)S(=O)(=O)C (2,6-Bis(methylsulfonyl)-4-[2,4-dichlorophenyl]-5-[4-chlorophenyl]-pyrimidine), [C-]#N.[K+] (potassium cyanide), CN(C)C=O (DMF). Yields the product CS(=O)(=O)C1=NC(=C(C(=N1)O)C1=CC=C(C=C1)Cl)C1=C(C=C(C=C1)Cl)Cl (2-Methylsulfonyl-4-hydroxy-5-(4-chlorophenyl)-6-(2,4-dichlorophenyl)pyrimidine). Reaction SMILES: [CH3:1][S:2]([C:5]1[N:10]=[C:9]([C:11]2[CH:16]=[CH:15][C:14]([Cl:17])=[CH:13][C:12]=2[Cl:18])[C:8]([C:19]2[CH:24]=[CH:23][C:22]([Cl:25])=[CH:21][CH:20]=2)=[C:7](S(C)(=O)=O)[N:6]=1)(=[O:4])=[O:3].[C-]#N.[K+].CN(C=[O:37])C>>[CH3:1][S:2]([C:5]1[N:6]=[C:7]([OH:37])[C:8]([C:19]2[CH:24]=[CH:23][C:22]([Cl:25])=[CH:21][CH:20]=2)=[C:9]([C:11]2[CH:16]=[CH:15][C:14]([Cl:17])=[CH:13][C:12]=2[Cl:18])[N:10]=1)(=[O:4])=[O:3] |f:1.2|. Reported procedure: To a round bottom flask fitted with a magnetic stir bar and rubber septum was added 2 mL DMF, 6-[2,4-dichlorophenyl]-5-[4-chlorophenyl]-2,4-bis(methylsulfonyl)pyrimidine (Reference Example 5) (98 mg, 0.2 mmol) and potassium cyanide (15 mg, 0.22 mmol). The mixture was heated for 30 min at 80°. By LC, all starting material was consumed (Rt=3.59 min) and a new peak appeared (Rt=3.50 min). The molecular weight corresponded not to the cyano derivative, but to 2-methylsulfonyl-4-hydroxy-5-(4-chlorophe... Reactants: BrC=1C=C2C(=NC1)N(C=N2)CC2=CC1=C(N=C(S1)N[C@H]1[C@@H](CCCC1)O)C=C2 ((1R,2R)-2-((6-((6-bromo-3H-imidazo[4,5-b]pyridin-3-yl)methyl)benzo[d]thiazol-2-yl)amino)cyclohexanol), CN1N=CC(=C1)B1OC(C)(C)C(C)(C)O1 (1-methylpyrazole-4-boronic acid pinacol ester), C(=O)([O-])[O-].[Na+].[Na+] (Na2CO3). The reagents and catalysts are C1([P]([Pd][P](C2=CC=CC=C2)(C3=CC=CC=C3)C4=CC=CC=C4)(C5=CC=CC=C5)C6=CC=CC=C6)=CC=CC=C1 (Bis(triphenylphosphine)palladium). Run in COCCOC (DME). Run at temperature 100 celsius. Product: CN1N=CC(=C1)C=1C=C2C(=NC1)N(C=N2)CC2=CC1=C(N=C(S1)N[C@H]1[C@@H](CCCC1)O)C=C2 ((1R,2R)-2-((6-((6-(1-methyl-1H-pyrazol-4-yl)-3H-imidazo[4,5-b]pyridin-3-yl)methyl)benzo[d]thiazol-2-yl)amino)cyclohexanol). Isolated yield 41.0%. RXN SMILES: Br[C:2]1[CH:3]=[C:4]2[N:10]=[CH:9][N:8]([CH2:11][C:12]3[CH:28]=[CH:27][C:15]4[N:16]=[C:17]([NH:19][C@@H:20]5[CH2:25][CH2:24][CH2:23][CH2:22][C@H:21]5[OH:26])[S:18][C:14]=4[CH:13]=3)[C:5]2=[N:6][CH:7]=1.[CH3:29][N:30]1[CH:34]=[C:33](B2OC(C)(C)C(C)(C)O2)[CH:32]=[N:31]1.C([O-])([O-])=O.[Na+].[Na+]>C1(C=CC=CC=1)[P](C1C=CC=CC=1)(C1C=CC=CC=1)[Pd][P](C1C=CC=CC=1)(C1C=CC=CC=1)C1C=CC=CC=1.COCCOC>[CH3:29][N:30]1[CH:34]=[C:33]([C:2]2[CH:3]=[C:4]3[N:10]=[CH:9][N:8]([CH2:11][C:12]4[CH:28]=[CH:27][C:15]5[N:16]=[C:17]([NH:19][C@@H:20]6[CH2:25][CH2:24][CH2:23][CH2:22][C@H:21]6[OH:26])[S:18][C:14]=5[CH:13]=4)[C:5]3=[N:6][CH:7]=2)[CH:32]=[N:31]1 |f:2.3.4,^1:55,69|. Procedure details: A stirred mixture of (1R,2R)-2-((6-((6-bromo-3H-imidazo[4,5-b]pyridin-3-yl)methyl)benzo[d]thiazol-2-yl)amino)cyclohexanol from Example 29 (80 mg, 0.175 mmol), 1-methylpyrazole-4-boronic acid pinacol ester (73 mg, 0.351 mmol), 2M aq Na2CO3 (400 μL, 0.40 mmol), and anhydrous DME (1.5 mL) was degassed under argon for 15 min. Bis(triphenylphosphine)palladium (II) dichloride (12 mg, 0.0171 mmol) was added and the reaction vessel was sealed and the mixture was heated at 100° C. for 15 h. After cooling... Reactants: ClC1=C(C(=CC=C1)OC)C1=CC=2N(C=3C=CC(=CC3C2C2=C1C(NC2=O)=O)OC)CCO (4-(2-Chloro-6-methoxyphenyl)-6-(2-hydroxyethyl)-9-methoxypyrrolo[3,4-c]carbazole-1,3(2H,6H)-dione), B(Br)(Br)Br (BBr3), COC1=CC=2C=3C4=C(C(=CC3NC2C=C1)C(=O)OCC1=CC=CC=C1)C(NC4=O)=O (benzyl 9-methoxy-1,3-dioxo-1,2,3,6-tetrahydropyrrolo[3,4-c]carbazole-4-carboxylate), ( 111 ), CS(=O)(=O)Cl (methanesulphonyl chloride). The product is CS(=O)(=O)OCCN1C=2C=CC(=CC2C=2C3=C(C(=CC12)C1=C(C=CC=C1OC)Cl)C(NC3=O)=O)O (2-(4-(2-Chloro-6-methoxyphenyl)-9-hydroxy-1,3-dioxo-2,3-dihydropyrrolo[3,4-c]carbazol-6 (1H)-yl)ethyl methanesulfonate). Reaction SMILES: [Cl:1][C:2]1[CH:7]=[CH:6][CH:5]=[C:4]([O:8][CH3:9])[C:3]=1[C:10]1[C:22]2[C:23](=[O:27])[NH:24][C:25](=[O:26])[C:21]=2[C:20]2[C:19]3[CH:18]=[C:17]([O:28]C)[CH:16]=[CH:15][C:14]=3[N:13]([CH2:30][CH2:31][OH:32])[C:12]=2[CH:11]=1.[CH3:33][S:34](Cl)(=[O:36])=[O:35].B(Br)(Br)Br.COC1C=CC2NC3C=C(C(OCC4C=CC=CC=4)=O)C4C(=O)NC(=O)C=4C=3C=2C=1>>[CH3:33][S:34]([O:32][CH2:31][CH2:30][N:13]1[C:12]2[CH:11]=[C:10]([C:3]3[C:4]([O:8][CH3:9])=[CH:5][CH:6]=[CH:7][C:2]=3[Cl:1])[C:22]3[C:23](=[O:27])[NH:24][C:25](=[O:26])[C:21]=3[C:20]=2[C:19]2[CH:18]=[C:17]([OH:28])[CH:16]=[CH:15][C:14]1=2)(=[O:36])=[O:35]. Procedure details: Reaction of 4-(2-Chloro-6-methoxyphenyl)-6-(2-hydroxyethyl)-9-methoxypyrrolo[3,4-c]carbazole-1,3(2H,6H)-dione (V; Ar=2-chloro-6-methoxyphenyl, R10═CH2CH2OH) (111) prepared as described in example 63 with methanesulphonyl chloride, followed by reaction with BBr3 using the procedure described in example 170 of Scheme 3 gave 2-(4-(2-Chloro-6-methoxyphenyl)-9-hydroxy-1,3-dioxo-2,3-dihydropyrrolo[3,4-c]carbazol-6 (1H)-yl)ethyl methanesulfonate (VII; Ar=2-chloro-6-methoxyphenyl, n=2, mesylate) (114), ...